Dataset: the Open Reaction Database (ORD), a public repository of structured organic reaction records. Task: describe an organic reaction: reactants, conditions, products, and yield Reactants: CC(C)(C)OC(=O)c1ccc(NC2CCNCC2)cc1, CCCCCO, Nc1nc(Cl)nc2ccccc12. Yields the product CC(C)(C)OC(=O)c1ccc(NC2CCN(c3nc(N)c4ccccc4n3)CC2)cc1. Reaction SMILES: [C:13]([CH3:14])([CH3:15])([CH3:16])[O:17][C:18]([c:19]1[cH:20][cH:21][c:22]([NH:25][CH:26]2[CH2:27][CH2:28][NH:29][CH2:30][CH2:31]2)[cH:23][cH:24]1)=[O:32].[CH2:33]([OH:34])[CH2:35][CH2:36][CH2:37][CH3:38].[NH2:1][c:2]1[n:3][c:4]([Cl:12])[n:5][c:6]2[cH:7][cH:8][cH:9][cH:10][c:11]12>>[NH2:1][c:2]1[n:3][c:4]([N:29]2[CH2:28][CH2:27][CH:26]([NH:25][c:22]3[cH:21][cH:20][c:19]([C:18]([O:17][C:13]([CH3:14])([CH3:15])[CH3:16])=[O:32])[cH:24][cH:23]3)[CH2:31][CH2:30]2)[n:5][c:6]2[cH:7][cH:8][cH:9][cH:10][c:11]12. The reactants are CC1=CN=C(C=C1NC(=O)C)N, C1CC1NC2=CC(=NC3=C(C=NN23)C#N)Cl. The reagents and catalysts are C(=O)([O-])[O-].[Cs+].[Cs+], CC(C)C1=CC(=C(C(=C1)C(C)C)C2=CC=CC=C2P(C(C)(C)C)C(C)(C)C)C(C)C, C1=CC=C(C=C1)/C=C/C(=O)/C=C/C2=CC=CC=C2.C1=CC=C(C=C1)/C=C/C(=O)/C=C/C2=CC=CC=C2.C1=CC=C(C=C1)/C=C/C(=O)/C=C/C2=CC=CC=C2.[Pd].[Pd]. Run in CN(C)C=O. Reaction conditions: temperature 90 celsius. Yields the product CC1=CN=C(C=C1NC(=O)C)NC2=NC3=C(C=NN3C(=C2)NC4CC4)C#N. The yield is 10.6%. Reported procedure: Ref: _Angew. Chem. Int. Ed._ **2006** , _45_ , 6523-6527  1\. To a microwave tube was added N-(2-amino-5-methylpyridin-4-yl)acetamide (43 mg, 0.26 mmol), 5-chloro-7-(cyclopropylamino)pyrazolo[1,5-a]pyrimidine-3-carbonitrile (85 mg, 0.36 mmol), Cs2CO3 (254 mg, 0.78 mmol), Pd2dba3 (23.84 mg, 0.03 mmol), and di- tert-butyl(2',4',6'-triisopropylbiphenyl-2-yl)phosphine (22.11 mg, 0.05 mmol). The mixture was dissolved in DMF (1 mL) and sealed. The tube was de-gassed and inflated with N2.  2\. The reac... Starting materials: CN(C)C=O, Fc1ccc(CBr)c(F)c1, C1CCC2=NCCCN2CC1, [Na+], O=C([O-])O, COC(=O)c1ccc(OC)c(-n2c(C)cc(O)cc2=O)c1. The product is COC(=O)c1ccc(OC)c(-n2c(C)cc(OCc3ccc(F)cc3F)cc2=O)c1. Reaction SMILES: [CH:48]([N:49]([CH3:50])[CH3:51])=[O:52].[F:33][c:34]1[c:35]([CH2:36][Br:37])[cH:38][cH:39][c:40]([F:42])[cH:41]1.[N:22]12[CH2:23][CH2:24][CH2:25][N:26]=[C:27]1[CH2:28][CH2:29][CH2:30][CH2:31][CH2:32]2.[Na+:47].[O-:43][C:44]([OH:45])=[O:46].[OH:1][c:2]1[cH:3][c:4](=[O:21])[n:5](-[c:9]2[cH:10][c:11]([C:12](=[O:13])[O:14][CH3:15])[cH:16][cH:17][c:18]2[O:19][CH3:20])[c:6]([CH3:8])[cH:7]1>>[O:1]([c:2]1[cH:3][c:4](=[O:21])[n:5](-[c:9]2[cH:10][c:11]([C:12](=[O:13])[O:14][CH3:15])[cH:16][cH:17][c:18]2[O:19][CH3:20])[c:6]([CH3:8])[cH:7]1)[CH2:36][c:35]1[c:34]([F:33])[cH:41][c:40]([F:42])[cH:39][cH:38]1. Starting materials: Cl, CC(C)(C)OC(=O)N1CCCC1c1nc(C2CC(c3ccc(C(F)(F)F)cc3)CN(C(=O)N3CCOCC3)C2)no1, C1COCCO1. The product is Cl, O=C(N1CCOCC1)N1CC(c2ccc(C(F)(F)F)cc2)CC(c2noc(C3CCCN3)n2)C1. Reaction SMILES: [ClH:1].[O:2]1[CH2:3][CH2:4][N:5]([C:8](=[O:9])[N:10]2[CH2:11][CH:12]([c:26]3[n:27][o:28][c:29]([CH:31]4[N:32]([C:36]([O:37][C:38]([CH3:39])([CH3:40])[CH3:41])=[O:42])[CH2:33][CH2:34][CH2:35]4)[n:30]3)[CH2:13][CH:14]([c:16]3[cH:17][cH:18][c:19]([C:22]([F:23])([F:24])[F:25])[cH:20][cH:21]3)[CH2:15]2)[CH2:6][CH2:7]1.[O:43]1[CH2:44][CH2:45][O:46][CH2:47][CH2:48]1>>[ClH:1].[O:2]1[CH2:3][CH2:4][N:5]([C:8](=[O:9])[N:10]2[CH2:11][CH:12]([c:26]3[n:27][o:28][c:29]([CH:31]4[NH:32][CH2:33][CH2:34][CH2:35]4)[n:30]3)[CH2:13][CH:14]([c:16]3[cH:17][cH:18][c:19]([C:22]([F:23])([F:24])[F:25])[cH:20][cH:21]3)[CH2:15]2)[CH2:6][CH2:7]1. Starting materials: BrCCC1=CC2=C(N=CS2=O)C=C1 (6-(2-bromoethyl)benzothiazolone), C1(=CC=CC2=CC=CC=C12)N1CCNCC1 (N-(1-naphthyl)piperazine), C([O-])([O-])=O.[Na+].[Na+] (sodium carbonate). Solvent: CC(=O)CC(C)C (methylisobutlyketone). The product is C1(=CC=CC2=CC=CC=C12)N1CCN(CC1)CCC1=CC2=C(N=CS2=O)C=C1 (6-(2-(4-(1-Naphthyl)-piperazinyl)ethyl)benzothiazolone). Reaction SMILES: Br[CH2:2][CH2:3][C:4]1[CH:13]=[CH:12][C:7]2[N:8]=[CH:9][S:10](=[O:11])[C:6]=2[CH:5]=1.[C:14]1([N:24]2[CH2:29][CH2:28][NH:27][CH2:26][CH2:25]2)[C:23]2[C:18](=[CH:19][CH:20]=[CH:21][CH:22]=2)[CH:17]=[CH:16][CH:15]=1.C(=O)([O-])[O-].[Na+].[Na+]>CC(CC(C)C)=O>[C:14]1([N:24]2[CH2:29][CH2:28][N:27]([CH2:2][CH2:3][C:4]3[CH:13]=[CH:12][C:7]4[N:8]=[CH:9][S:10](=[O:11])[C:6]=4[CH:5]=3)[CH2:26][CH2:25]2)[C:23]2[C:18](=[CH:19][CH:20]=[CH:21][CH:22]=2)[CH:17]=[CH:16][CH:15]=1 |f:2.3.4|. Procedure: To a 100 ml round-bottomed flask with condenser and nitrogen inlet were added 1.0 gram (3.88 mmol) of 6-(2-bromoethyl)benzothiazolone, 822 mg (3.88 mmol) N-(1-naphthyl)piperazine, 410 mg (3.88 mmol) sodium carbonate, and 50 ml methylisobutlyketone. The reaction was refluxed for 24 hours, cooled, and evaporated. The residue was taken up in ethyl acetate, washed with water and brine, dried over sodium sulfate, and evaporated. The resulting solid was treated with hot ethyl acetate to afford a white... Reactants: N[C@H]1CN(CC1)C1=NC(=C2N=CN(C2=N1)[C@H]1[C@@H]([C@@H]([C@H](C1)N1N=C(N=N1)CC)O)O)NCC(C1=CC=CC=C1)C1=CC=CC=C1 ((1R,2S,3R,5S)-3-[2-((R)-3-amino-pyrrolidin-1-yl)-6-(2,2-diphenyl-ethylamino)-purin-9-yl]-5-(5-ethyl-tetrazol-2-yl)-cyclopentane-1,2-diol), Cl.C1(=CC=CC=C1)C(CNC1=C2N=CN(C2=NC(=N1)N1C[C@@H](CC1)NC(=O)NCC1=NC=CC=C1)[C@H]1[C@@H]([C@@H]([C@H](C1)N1N=C(N=N1)CC)O)O)C1=CC=CC=C1 (1-((R)-1-{6-(2,2-Diphenyl-ethylamino)-9-[(1R,2S,3R,4S)-4-(5-ethyl-tetrazol-2-yl)-2,3-dihydroxy-cyclopentyl]-9H-purin-2-yl}-pyrrolidin-3-yl)-3-pyridin-2-ylmethyl-urea hydrochloride), N1C(=NC2=C1C=CC=C2)CCN (2-(1H-benzoimidazol-2-yl)-ethylamine). The product is Cl.N1C(=NC2=C1C=CC=C2)CCNC(=O)N[C@H]2CN(CC2)C2=NC(=C1N=CN(C1=N2)[C@H]2[C@@H]([C@@H]([C@H](C2)N2N=C(N=N2)CC)O)O)NCC(C2=CC=CC=C2)C2=CC=CC=C2 (1-[2-(1H-Benzoimidazol-2-yl)-ethyl]-3-((R)-1-{6-(2,2-diphenyl-ethylamino)-9-[(1R,2S,3R,4S)-4-(5-ethyl-tetrazol-2-yl)-2,3-dihydroxy-cyclopentyl]-9H-purin-2-yl}-pyrrolidin-3-yl)-urea hydrochloride). As a reaction SMILES: N[C@@H]1CCN(C2N=C3C(N=CN3[C@@H]3C[C@H](N4N=NC(CC)=N4)[C@@H](O)[C@H]3O)=C(NCC(C3C=CC=CC=3)C3C=CC=CC=3)N=2)C1.[ClH:45].[C:46]1([CH:52]([C:94]2[CH:99]=[CH:98][CH:97]=[CH:96][CH:95]=2)[CH2:53][NH:54][C:55]2[N:63]=[C:62]([N:64]3[CH2:68][CH2:67][C@@H:66]([NH:69][C:70]([NH:72][CH2:73]C4C=CC=CN=4)=[O:71])[CH2:65]3)[N:61]=[C:60]3[C:56]=2[N:57]=[CH:58][N:59]3[C@@H:80]2[CH2:84][C@H:83]([N:85]3[N:89]=[N:88][C:87]([CH2:90][CH3:91])=[N:86]3)[C@@H:82]([OH:92])[C@H:81]2[OH:93])[CH:51]=[CH:50][CH:49]=[CH:48][CH:47]=1.[NH:100]1[C:104]2[CH:105]=[CH:106][CH:107]=[CH:108][C:103]=2[N:102]=[C:101]1[CH2:109]CN>>[ClH:45].[NH:100]1[C:104]2[CH:105]=[CH:106][CH:107]=[CH:108][C:103]=2[N:102]=[C:101]1[CH2:109][CH2:73][NH:72][C:70]([NH:69][C@@H:66]1[CH2:67][CH2:68][N:64]([C:62]2[N:61]=[C:60]3[C:56]([N:57]=[CH:58][N:59]3[C@@H:80]3[CH2:84][C@H:83]([N:85]4[N:89]=[N:88][C:87]([CH2:90][CH3:91])=[N:86]4)[C@@H:82]([OH:92])[C@H:81]3[OH:93])=[C:55]([NH:54][CH2:53][CH:52]([C:94]3[CH:99]=[CH:98][CH:97]=[CH:96][CH:95]=3)[C:46]3[CH:47]=[CH:48][CH:49]=[CH:50][CH:51]=3)[N:63]=2)[CH2:65]1)=[O:71] |f:1.2,4.5|. Procedure details: This compound is prepared from ((1R,2S,3R,5S)-3-[2-((R)-3-amino-pyrrolidin-1-yl)-6-(2,2-diphenyl-ethylamino)-purin-9-yl]-5-(5-ethyl-tetrazol-2-yl)-cyclopentane-1,2-diol (Example 48) using a procedure analogous to that of 1-((R)-1-{6-(2,2-diphenyl-ethylamino)-9-[(1R,2S,3R,4S)-4-(5-ethyl-tetrazol-2-yl)-2,3-dihydroxy-cyclopentyl]-9H-purin-2-yl}-pyrrolidin-3-yl)-3-pyridin-2-ylmethyl-urea hydrochloride (Example 113) by replacing 2-aminomethyl pyridine with 2-(1H-benzoimidazol-2-yl)-ethylamine. MS (ES...